From a dataset of the Open Reaction Database (ORD), a public repository of structured organic reaction records. describe an organic reaction: reactants, conditions, products, and yield The reactants are CC1=CC(=C(C=2C3=C(CSC21)SCCS3)C)C(=O)O (2,3-dihydro-7,10-dimethyl-5H-1,4-dithiino[2,3-c][1]benzothiopyran-9-carboxylic acid), C(C(=O)Cl)(=O)Cl (oxalyl chloride). The reagents and catalysts are CN(C=O)C (N,N-dimethylformamide). Solvent: C(Cl)Cl (methylene chloride). Conditions: temperature 0 celsius, time 8 hour. Yields the product CC1=CC(=C(C=2C3=C(CSC21)SCCS3)C)C(=O)OC3=CC(CCC3)=O (3-oxo-1-cyclohexen-1-yl 2,3-dihydro-7,10-dimethyl-5H- 1,4-dithiino[2,3-c][1]benzothiopyran-9-carboxylate). As a reaction SMILES: [CH3:1][C:2]1[C:11]2[S:10][CH2:9][C:8]3[S:12][CH2:13][CH2:14][S:15][C:7]=3[C:6]=2[C:5]([CH3:16])=[C:4]([C:17]([OH:19])=[O:18])[CH:3]=1.[C:20](Cl)(=[O:24])[C:21](Cl)=O>C(Cl)Cl.CN(C)C=O>[CH3:1][C:2]1[C:11]2[S:10][CH2:9][C:8]3[S:12][CH2:13][CH2:14][S:15][C:7]=3[C:6]=2[C:5]([CH3:16])=[C:4]([C:17]([O:19][C:2]2[CH2:3][CH2:4][CH2:21][C:20](=[O:24])[CH:1]=2)=[O:18])[CH:3]=1. Reported procedure: To a mixture of 0.78 g of the title compound of Step A in 35 mL of methylene chloride was added 0.66 mL of oxalyl chloride (purchased from Aldrich Chemical Co.) and 2 drops of N,N-dimethylformamide. The mixture was refluxed for 2 h and was then concentrated under reduced pressure to dryness. The resulting residue was redissolved in 30 mL of methylene chloride and the solution was evaporated to dryness again. Another 30 mL of methylene chloride was added to the residue and the solution was cooled... The reactants are ClCC1=CC=C(OCC=2N=C(OC2C)C2=CC=CC=C2)C=C1 (4-(4-chloromethylphenoxymethyl)-5-methyl-2-phenyloxazole), C(C)OC=1C=CC(=C(C1)CCC(=O)OCC)O (ethyl 3-(5-ethoxy-2-hydroxyphenyl)propionate), C([O-])([O-])=O.[K+].[K+] (potassium carbonate), CN(C=O)C (N,N-dimethylformamide). The solvent is O (water). Run at temperature 90 celsius, time 2 hour. Yields the product C(C)OC=1C=CC(=C(C1)CCC(=O)OCC)OCC1=CC=C(C=C1)OCC=1N=C(OC1C)C1=CC=CC=C1 (ethyl 3-[5-ethoxy-2-[4-[(5-methyl-2-phenyl-4-oxazolyl)methoxy]benzyloxy]phenyl]propionate). Yield: 72.6%. As a reaction SMILES: Cl[CH2:2][C:3]1[CH:22]=[CH:21][C:6]([O:7][CH2:8][C:9]2[N:10]=[C:11]([C:15]3[CH:20]=[CH:19][CH:18]=[CH:17][CH:16]=3)[O:12][C:13]=2[CH3:14])=[CH:5][CH:4]=1.[CH2:23]([O:25][C:26]1[CH:27]=[CH:28][C:29]([OH:39])=[C:30]([CH2:32][CH2:33][C:34]([O:36][CH2:37][CH3:38])=[O:35])[CH:31]=1)[CH3:24].C(=O)([O-])[O-].[K+].[K+].CN(C)C=O>O>[CH2:23]([O:25][C:26]1[CH:27]=[CH:28][C:29]([O:39][CH2:2][C:3]2[CH:22]=[CH:21][C:6]([O:7][CH2:8][C:9]3[N:10]=[C:11]([C:15]4[CH:20]=[CH:19][CH:18]=[CH:17][CH:16]=4)[O:12][C:13]=3[CH3:14])=[CH:5][CH:4]=2)=[C:30]([CH2:32][CH2:33][C:34]([O:36][CH2:37][CH3:38])=[O:35])[CH:31]=1)[CH3:24] |f:2.3.4|. Reported procedure: A mixture of 4-(4-chloromethylphenoxymethyl)-5-methyl-2-phenyloxazole (1.44 g), ethyl 3-(5-ethoxy-2-hydroxyphenyl)propionate (1.0 g), anhydrous potassium carbonate (0.58 g) and N,N-dimethylformamide (50 mL) was stirred at 90° C. for 2 hrs. The reaction mixture was poured into water and extracted with ethyl acetate. The organic layer was washed with saturated brine, dried over anhydrous magnesium sulfate and concentrated. The obtained residue was subjected to silica gel column chromatography to g... Procedure: In a 1-neck 500 ml flask topped with a reflux condenser 250 ml of acetic acid, 50 ml of conc. hydrochloric acid and 50 ml of water were mixed together. To this mixture was added 27.7 g (0.0846 mole) of 3-carboxymethyl-3methyl-1,2,3,4-tetrahydro-4-phenanthron and the reaction mixture was refluxed for 31/2 hours under nitrogen. The mixture was diluted with 300 ml water and cooled in the refrigerator overnight. Next morning offwhite solids were collected by filtration, washed with water and dried u... The reactants are C(C)(=O)O (acetic acid), Cl (hydrochloric acid), C(=O)(O)CC1(CCC=2C=CC3=CC=CC=C3C2C1=O)C (3-carboxymethyl-3methyl-1,2,3,4-tetrahydro-4-phenanthron). Yields the product CC1CCC=2C=CC3=CC=CC=C3C2C1=O (3-methyl-1,2,3,4-tetrahydro-4-phenanthrone). As a reaction SMILES: C(O)(=O)C.Cl.C([CH2:9][C:10]1(C)[C:23](=[O:24])[C:22]2[C:21]3[C:16](=[CH:17][CH:18]=[CH:19][CH:20]=3)[CH:15]=[CH:14][C:13]=2[CH2:12][CH2:11]1)(O)=O>O>[CH3:9][CH:10]1[C:23](=[O:24])[C:22]2[C:21]3[C:16](=[CH:17][CH:18]=[CH:19][CH:20]=3)[CH:15]=[CH:14][C:13]=2[CH2:12][CH2:11]1. Solvent: O (water), O (water). Yield: 95.0%. The reactants are O=C(O)C=Cc1ccc(Cl)s1, O=C(O)C(F)(F)F, CCC1NCCN(Cc2ccc3c(N)ncnc3c2)C1=O. Product: CCC1C(=O)N(Cc2ccc3c(N)ncnc3c2)CCN1C(=O)C=Cc1ccc(Cl)s1. RXN SMILES: [Cl:22][c:23]1[cH:24][cH:25][c:26]([CH:28]=[CH:29][C:30](=[O:31])[OH:32])[s:27]1.[F:33][C:34]([F:35])([F:36])[C:37]([OH:38])=[O:39].[NH2:1][c:2]1[n:3][cH:4][n:5][c:6]2[cH:7][c:8]([CH2:12][N:13]3[C:14](=[O:21])[CH:15]([CH2:19][CH3:20])[NH:16][CH2:17][CH2:18]3)[cH:9][cH:10][c:11]12>>[NH2:1][c:2]1[n:3][cH:4][n:5][c:6]2[cH:7][c:8]([CH2:12][N:13]3[C:14](=[O:21])[CH:15]([CH2:19][CH3:20])[N:16]([C:30]([CH:29]=[CH:28][c:26]4[cH:25][cH:24][c:23]([Cl:22])[s:27]4)=[O:31])[CH2:17][CH2:18]3)[cH:9][cH:10][c:11]12.